Dataset: the Open Reaction Database (ORD), a public repository of structured organic reaction records. Task: describe an organic reaction: reactants, conditions, products, and yield Reactants: N1(N=CC2=NC=CC=C21)CC(=O)OC(C)(C)C (Tert-butyl 1H-pyrazolo[4,3,b]pyridin-1-ylacetate). Solvent: Cl (HCl). Conditions: time 4 hour. Product: N1(N=CC2=NC=CC=C21)CC(=O)O (1H-Pyrazolo[4,3-b]pyridin-1-ylacetic acid). Isolated yield 60.0%. Reaction SMILES: [N:1]1([CH2:10][C:11]([O:13]C(C)(C)C)=[O:12])[C:9]2[C:4](=[N:5][CH:6]=[CH:7][CH:8]=2)[CH:3]=[N:2]1>Cl>[N:1]1([CH2:10][C:11]([OH:13])=[O:12])[C:9]2[C:4](=[N:5][CH:6]=[CH:7][CH:8]=2)[CH:3]=[N:2]1. Procedure: Tert-butyl 1H-pyrazolo[4,3,b]pyridin-1-ylacetate (Preparation 189, 220 mg, 0.944 mmol) was dissolved in HCl (4 mL, 4.0 M in 1,4 dioxane) and stirred under nitrogen at room temperature for 4 hours. The mixture was evaporated in vacuo and the residue was triturated with anhydrous diethyl ether to afford the title compound as an off white solid in 60% yield, 120 mg. The reactants are C([O-])([O-])=O.[K+].[K+] (Potassium carbonate), CI (methyl iodide), C(C)(C)(C)C1=CC(=CC=2NCCOC21)C(C)=O (1-[8-(tert-butyl)-3,4-dihydro-2H-1,4-benzoxazin-6-yl]-1-ethanone). The solvent is CN(C=O)C (dimethylformamide). Conditions: time 1 day. Product: C(C)(C)(C)C1=CC(=CC=2N(CCOC21)C)C(C)=O (1-[8-(tert-Butyl)-4-methyl-3,4-dihydro-2H-1,4-benzoxazin-6-yl]-1-ethanone). Isolated yield 66.0%. Reaction SMILES: [C:1](=O)([O-])[O-].[K+].[K+].CI.[C:9]([C:13]1[C:22]2[O:21][CH2:20][CH2:19][NH:18][C:17]=2[CH:16]=[C:15]([C:23](=[O:25])[CH3:24])[CH:14]=1)([CH3:12])([CH3:11])[CH3:10]>CN(C)C=O>[C:9]([C:13]1[C:22]2[O:21][CH2:20][CH2:19][N:18]([CH3:1])[C:17]=2[CH:16]=[C:15]([C:23](=[O:25])[CH3:24])[CH:14]=1)([CH3:12])([CH3:10])[CH3:11] |f:0.1.2|. Procedure details: Potassium carbonate (2.43 g, 17.6 mmol) and methyl iodide (1.3 ml, 20.9 mmol) were added to a solution of the 1-[8-(tert-butyl)-3,4-dihydro-2H-1,4-benzoxazin-6-yl]-1-ethanone (3.73 g, 16.0 mmol) in dimethylformamide (35 ml) under a nitrogen atmosphere, and the mixture was stirred at room temperature for 1 day. The solvent was distilled off under reduced pressure, ethyl acetate was added to the residue and the mixture was washed with water (twice) and brine in that order. After drying over anhydr... Reactants: CO, CC(C)(C)OC(=O)N1CCCC1c1ncc(C#C[Si](C)(C)C)[nH]1, [K+], [K+], O=C([O-])[O-]. Yields the product C#Cc1cnc(C2CCCN2C(=O)OC(C)(C)C)[nH]1. RXN SMILES: [CH3:30][OH:31].[CH3:7][Si:8]([CH3:9])([CH3:10])[C:11]#[C:12][c:13]1[cH:14][n:15][c:16]([CH:18]2[N:19]([C:23](=[O:24])[O:25][C:26]([CH3:27])([CH3:28])[CH3:29])[CH2:20][CH2:21][CH2:22]2)[nH:17]1.[K+:1].[K+:2].[O-:3][C:4]([O-:5])=[O:6]>>[CH:11]#[C:12][c:13]1[cH:14][n:15][c:16]([CH:18]2[N:19]([C:23](=[O:24])[O:25][C:26]([CH3:27])([CH3:28])[CH3:29])[CH2:20][CH2:21][CH2:22]2)[nH:17]1. The reactants are O (water), O (water), C1(=CC=C(C=C1)S(=O)(=O)Cl)C (p-toluenesulfonyl chloride), COCCOCCOCCO (triethylene glycol monomethyl ether), [OH-].[K+] (potassium hydroxide). The solvent is ClCCl (dichloromethane), ClCCl (dichloromethane). Reaction conditions: temperature 0 celsius. The product is COC(COCCOCCO)S(=O)(=O)C1=CC=C(C=C1)C (p-toluenesulfonyl Triethylene Glycol Methyl Ether). Reaction SMILES: [C:1]1([CH3:11])[CH:6]=[CH:5][C:4]([S:7](Cl)(=[O:9])=[O:8])=[CH:3][CH:2]=1.[CH3:12][O:13][CH2:14][CH2:15][O:16][CH2:17][CH2:18][O:19][CH2:20][CH2:21][OH:22].[OH-].[K+].O>ClCCl>[CH3:12][O:13][CH:14]([S:7]([C:4]1[CH:5]=[CH:6][C:1]([CH3:11])=[CH:2][CH:3]=1)(=[O:9])=[O:8])[CH2:15][O:16][CH2:17][CH2:18][O:19][CH2:20][CH2:21][OH:22] |f:2.3|. Procedure: 200 g of p-toluenesulfonyl chloride and 172.4 g of triethylene glycol monomethyl ether are dissolved in 1 liter of dichloromethane and cooled to 0° C. With vigorous stirring, 236.3 g of freshly powdered potassium hydroxide are metered in at a rate such that the temperature does not exceed 5° C. The mixture is maintained at 0° C. for 3 hours. 1 liter of dichloromethane and 1.2 liters of iced water are added. If more solids form, a further 0.5 liter of iced water are added. The organic phase is se...